This data is from the Open Reaction Database (ORD), a public repository of structured organic reaction records. The task is: describe an organic reaction: reactants, conditions, products, and yield The reactants are CCOC(=O)CCC(=O)c1ccc(OCc2cc(C)ccc2C)cc1, CCO, Cl, [Na+], [OH-]. RXN SMILES: [CH3:1][c:2]1[c:3]([CH2:4][O:5][c:6]2[cH:7][cH:8][c:9]([C:12]([CH2:13][CH2:14][C:15](=[O:16])[O:17][CH2:18][CH3:19])=[O:20])[cH:10][cH:11]2)[cH:21][c:22]([CH3:25])[cH:23][cH:24]1.[CH3:29][CH2:30][OH:31].[ClH:28].[Na+:27].[OH-:26]>>[CH3:1][c:2]1[c:3]([CH2:4][O:5][c:6]2[cH:7][cH:8][c:9]([C:12]([CH2:13][CH2:14][C:15](=[O:16])[OH:17])=[O:20])[cH:10][cH:11]2)[cH:21][c:22]([CH3:25])[cH:23][cH:24]1. Product: Cc1ccc(C)c(COc2ccc(C(=O)CCC(=O)O)cc2)c1. The product is BrCCC1(OCCO1)C (2-(2-bromoethyl)-2-methyl-1,3-dioxolane). As a reaction SMILES: [BrH:1].[CH:2]([C:4]([CH3:6])=[O:5])=[CH2:3].[CH2:7]([OH:10])[CH2:8]O>>[Br:1][CH2:3][CH2:2][C:4]1([CH3:6])[O:10][CH2:7][CH2:8][O:5]1. Procedure details: To a cold HBr saturated solution of ethylene glycol (210 mL) was added dropwise 118 mL of methyl vinyl ketone. The solution was allowed to warm to RT and the reaction mixture was extracted four times with pentane. The pentane layers were combined, washed with 5% sodium bicarbonate solution, dried over anhydrous magnesium sulfate and evaporated on a rotary evaporator to yield a yellow oil which was vacuum distilled to 67 g of a clear oil, bp 55°-60° C., which was the title compound. Starting materials: Br (HBr), C(=C)C(=O)C (methyl vinyl ketone), C(CO)O (ethylene glycol). Reactants: C1(=CC=CC2=CC=CC=C12)O (1-naphthol), C1CCCS1=O (tetramethylene sulfoxide), Cl (hydrogen chloride). The solvent is CO (methanol). Reaction conditions: temperature -16 celsius. Product: [Cl-].OC1=CC=C(C2=CC=CC=C12)[S+]1CCCC1 (4-hydroxynaphthyl-1-tetrahydrothiophenium chloride). RXN SMILES: [C:1]1([OH:11])[C:10]2[C:5](=[CH:6][CH:7]=[CH:8][CH:9]=2)[CH:4]=[CH:3][CH:2]=1.[CH2:12]1[S:16](=O)[CH2:15][CH2:14][CH2:13]1.[ClH:18]>CO>[Cl-:18].[OH:11][C:1]1[C:10]2[C:5](=[CH:6][CH:7]=[CH:8][CH:9]=2)[C:4]([S+:16]2[CH2:12][CH2:13][CH2:14][CH2:15]2)=[CH:3][CH:2]=1 |f:4.5|. Procedure details: In 50 g of methanol were dissolved 10 g (0.069 mol) of 1-naphthol and 7.2 g (0.069 mol) of tetramethylene sulfoxide. The solution was cooled to −16° C. An excess of hydrogen chloride gas was fed to the solution at a temperature below 20° C. Nitrogen gas was bubbled to expel the excess of hydrogen chloride. The reaction solution was concentrated and combined with water and diisopropyl ether, from which a water layer was separated. It was an aqueous solution of 4-hydroxynaphthyl-1-tetrahydrothioph... The reactants are COC1=C(/C=C/C(C2=CC(=C(C=C2)OC)NC(C(C)OC(C)=O)=O)S(=O)(=O)C(C2=CC(=C(C=C2)OC)NC(C(C)OC(C)=O)=O)\C=C\C2=C(C=C(C=C2OC)OC)OC)C(=CC(=C1)OC)OC ((E)-2,4,6-trimethoxystyryl-3-(2-acetoxypropionamido)-4-methoxybenzylsulfone), C([O-])([O-])=O.[K+].[K+] (potassium carbonate). Run in C(C)O.O (ethanol water). Product: COC1=C(/C=C/C(C2=CC(=C(C=C2)OC)NC(C(C)O)=O)S(=O)(=O)C(C2=CC(=C(C=C2)OC)NC(C(O)C)=O)\C=C\C2=C(C=C(C=C2OC)OC)OC)C(=CC(=C1)OC)OC ((E)-2,4,6-trimethoxystyryl-3-(2-hydroxy-2-methylacetamido)-4-methoxy benzylsulfone). RXN SMILES: [CH3:1][O:2][C:3]1[CH:63]=[C:62]([O:64][CH3:65])[CH:61]=[C:60]([O:66][CH3:67])[C:4]=1/[CH:5]=[CH:6]/[CH:7]([S:25]([CH:28](/[CH:46]=[CH:47]/[C:48]1[C:53]([O:54][CH3:55])=[CH:52][C:51]([O:56][CH3:57])=[CH:50][C:49]=1[O:58][CH3:59])[C:29]1[CH:34]=[CH:33][C:32]([O:35][CH3:36])=[C:31]([NH:37][C:38](=[O:45])[CH:39]([O:41]C(=O)C)[CH3:40])[CH:30]=1)(=[O:27])=[O:26])[C:8]1[CH:13]=[CH:12][C:11]([O:14][CH3:15])=[C:10]([NH:16][C:17](=[O:24])[CH:18]([O:20]C(=O)C)[CH3:19])[CH:9]=1.C(=O)([O-])[O-].[K+].[K+]>C(O)C.O>[CH3:55][O:54][C:53]1[CH:52]=[C:51]([O:56][CH3:57])[CH:50]=[C:49]([O:58][CH3:59])[C:48]=1/[CH:47]=[CH:46]/[CH:28]([S:25]([CH:7](/[CH:6]=[CH:5]/[C:4]1[C:3]([O:2][CH3:1])=[CH:63][C:62]([O:64][CH3:65])=[CH:61][C:60]=1[O:66][CH3:67])[C:8]1[CH:13]=[CH:12][C:11]([O:14][CH3:15])=[C:10]([NH:16][C:17](=[O:24])[CH:18]([CH3:19])[OH:20])[CH:9]=1)(=[O:26])=[O:27])[C:29]1[CH:34]=[CH:33][C:32]([O:35][CH3:36])=[C:31]([NH:37][C:38](=[O:45])[CH:39]([OH:41])[CH3:40])[CH:30]=1 |f:1.2.3,4.5|. Procedure: A solution of (E)-2,4,6-trimethoxystyryl-3-(2-acetoxypropionamido)-4-methoxybenzylsulfone (10 mmol) was hydrolyzed with potassium carbonate (70 mmol) in 1:1 ethanol/water (25 mL) to give (E)-2,4,6-trimethoxystyryl-3-(2-hydroxy-2-methylacetamido)-4-methoxy benzylsulfone. (m.p. 174-1 76° C.) Reaction SMILES: [CH2:25]([C:26]#[CH:27])[Br:28].[CH3:29][C:30](=[O:31])[CH3:32].[K+:19].[K+:20].[O-:21][C:22]([O-:23])=[O:24].[OH:1][c:2]1[cH:3][cH:4][c:5]2[c:6](=[O:18])[cH:7][c:8](-[c:12]3[cH:13][cH:14][cH:15][cH:16][cH:17]3)[o:9][c:10]2[cH:11]1>>[O:1]([c:2]1[cH:3][cH:4][c:5]2[c:6](=[O:18])[cH:7][c:8](-[c:12]3[cH:13][cH:14][cH:15][cH:16][cH:17]3)[o:9][c:10]2[cH:11]1)[C:25]#[C:26][CH3:27]. The reactants are C#CCBr, CC(C)=O, [K+], [K+], O=C([O-])[O-], O=c1cc(-c2ccccc2)oc2cc(O)ccc12. The product is CC#COc1ccc2c(=O)cc(-c3ccccc3)oc2c1. Reactants: C(=O)(O)[O-].[Na+] (NaHCO3), ClC1=CC=C(C(=C1C(=O)OC)NCC1=CC=C(C=C1)OC)[N+](=O)[O-] (methyl 6-chloro-2-[(4-methoxybenzyl)amino]-3-nitrobenzoate), C(=O)(C(F)(F)F)O (TFA), C(=O)(O)[O-].[Na+] (NaHCO3). Solvent: CCOC(=O)C (EtOAc), O (water), CCOC(=O)C (EtOAc). Yields the product NC1=C(C(=O)OC)C(=CC=C1[N+](=O)[O-])Cl (Methyl 2-amino-6-chloro-3-nitrobenzoate). Isolated yield 81.1%. As a reaction SMILES: [Cl:1][C:2]1[C:7]([C:8]([O:10][CH3:11])=[O:9])=[C:6]([NH:12]CC2C=CC(OC)=CC=2)[C:5]([N+:22]([O-:24])=[O:23])=[CH:4][CH:3]=1.C(O)(C(F)(F)F)=O.C([O-])(O)=O.[Na+]>CCOC(C)=O.O>[NH2:12][C:6]1[C:5]([N+:22]([O-:24])=[O:23])=[CH:4][CH:3]=[C:2]([Cl:1])[C:7]=1[C:8]([O:10][CH3:11])=[O:9] |f:2.3|. Procedure details: A solution of methyl 6-chloro-2-[(4-methoxybenzyl)amino]-3-nitrobenzoate (13.2 g, 37.6 mmol) and TFA (75 mL) was stirred at room temperature for 1.7 h. The mixture was diluted with EtOAc (500 mL) and water (250 mL). Solid NaHCO3 (125 g) was slowly added to the heterogeneous mixture. Saturated aqueous NaHCO3 solution (200 mL) and EtOAc were added and the phases were separated. The organic layer was washed with saturated aqueous NaHCO3 solution (150 mL) and brine (50 mL) then dried (MgSO4), filter... The reactants are CC(C)N=C=O, ClC(Cl)Cl, CCCCc1nc2c(N)nc3cc(-c4cccnc4)ccc3c2n1CCN. The product is CCCCc1nc2c(N)nc3cc(-c4cccnc4)ccc3c2n1CCNC(=O)NC(C)C. Reaction SMILES: [CH:1]([CH3:2])([CH3:3])[N:4]=[C:5]=[O:6].[CH:34]([Cl:35])([Cl:36])[Cl:37].[NH2:7][CH2:8][CH2:9][n:10]1[c:11]([CH2:30][CH2:31][CH2:32][CH3:33])[n:12][c:13]2[c:14]([NH2:29])[n:15][c:16]3[cH:17][c:18](-[c:23]4[cH:24][n:25][cH:26][cH:27][cH:28]4)[cH:19][cH:20][c:21]3[c:22]12>>[CH:1]([CH3:2])([CH3:3])[NH:4][C:5](=[O:6])[NH:7][CH2:8][CH2:9][n:10]1[c:11]([CH2:30][CH2:31][CH2:32][CH3:33])[n:12][c:13]2[c:14]([NH2:29])[n:15][c:16]3[cH:17][c:18](-[c:23]4[cH:24][n:25][cH:26][cH:27][cH:28]4)[cH:19][cH:20][c:21]3[c:22]12. Reactants: CC(C)(C)OC(=O)N1CCCC1c1ncc(-c2ccc3c(c2)CCc2cc(Br)ccc2-3)[nH]1, CC(C)(C)OC(=O)N1C2CCC(C2)C1c1nc2ccc(B3OC(C)(C)C(C)(C)O3)cc2[nH]1, COCCOC, [Na+], O=C([O-])O, O. The product is CC(C)(C)OC(=O)N1CCCC1c1ncc(-c2ccc3c(c2)CCc2cc(-c4ccc5nc(C6C7CCC(C7)N6C(=O)OC(C)(C)C)[nH]c5c4)ccc2-3)[nH]1. RXN SMILES: [C:1]([CH3:2])([CH3:3])([CH3:4])[O:5][C:6](=[O:7])[N:8]1[CH:9]([c:13]2[nH:14][c:15](-[c:18]3[cH:19][c:20]4[c:29]([cH:30][cH:31]3)-[c:28]3[c:23]([cH:24][c:25]([Br:32])[cH:26][cH:27]3)[CH2:22][CH2:21]4)[cH:16][n:17]2)[CH2:10][CH2:11][CH2:12]1.[C:33]([CH3:34])([CH3:35])([CH3:36])[O:37][C:38](=[O:39])[N:40]1[CH:41]2[CH2:42][CH2:43][CH:44]([CH:45]1[c:46]1[n:47][c:48]3[c:49]([nH:50]1)[cH:51][c:52]([B:55]1[O:56][C:57]([CH3:58])([CH3:59])[C:60]([CH3:61])([CH3:62])[O:63]1)[cH:53][cH:54]3)[CH2:64]2.[CH3:70][O:71][CH2:72][CH2:73][O:74][CH3:75].[Na+:69].[O-:65][C:66]([OH:67])=[O:68].[OH2:76]>>[C:1]([CH3:2])([CH3:3])([CH3:4])[O:5][C:6](=[O:7])[N:8]1[CH:9]([c:13]2[nH:14][c:15](-[c:18]3[cH:19][c:20]4[c:29]([cH:30][cH:31]3)-[c:28]3[c:23]([cH:24][c:25](-[c:52]5[cH:51][c:49]6[c:48]([n:47][c:46]([CH:45]7[N:40]([C:38]([O:37][C:33]([CH3:34])([CH3:35])[CH3:36])=[O:39])[CH:41]8[CH2:42][CH2:43][CH:44]7[CH2:64]8)[nH:50]6)[cH:54][cH:53]5)[cH:26][cH:27]3)[CH2:22][CH2:21]4)[cH:16][n:17]2)[CH2:10][CH2:11][CH2:12]1. Reactants: COc1ccc(CSc2ncc(C(C)c3cccc4ncccc34)[nH]2)cc1, O=C(O)C(F)(F)F. The product is CC(c1c[nH]c(=S)[nH]1)c1cccc2ncccc12. RXN SMILES: [CH3:1][O:2][c:3]1[cH:4][cH:5][c:6]([CH2:7][S:8][c:9]2[n:10][cH:11][c:12]([CH:14]([CH3:15])[c:16]3[c:17]4[cH:18][cH:19][cH:20][n:21][c:22]4[cH:23][cH:24][cH:25]3)[nH:13]2)[cH:26][cH:27]1.[OH:28][C:29]([C:30]([F:31])([F:32])[F:33])=[O:34]>>[S:8]=[c:9]1[nH:10][cH:11][c:12]([CH:14]([CH3:15])[c:16]2[c:17]3[cH:18][cH:19][cH:20][n:21][c:22]3[cH:23][cH:24][cH:25]2)[nH:13]1.